From a dataset of the Open Reaction Database (ORD), a public repository of structured organic reaction records. describe an organic reaction: reactants, conditions, products, and yield Starting materials: O(C1=CC=CC=C1)C1=CC=C(C=C1)C1CCNCC1 (4-(4-phenoxyphenyl)-piperidine), C(C=CC1=CC=CC=C1)Br (cinnamyl bromide). Yields the product O(C1=CC=CC=C1)C1=CC=C(C=C1)C1CCN(CC1)C\C=C\C1=CC=CC=C1 ((E)-4-(4-phenoxyphenyl)-1-(3-phenyl-2-propenyl)piperidine). Reaction SMILES: [O:1]([C:8]1[CH:13]=[CH:12][C:11]([CH:14]2[CH2:19][CH2:18][NH:17][CH2:16][CH2:15]2)=[CH:10][CH:9]=1)[C:2]1[CH:7]=[CH:6][CH:5]=[CH:4][CH:3]=1.[CH2:20](Br)[CH:21]=[CH:22][C:23]1[CH:28]=[CH:27][CH:26]=[CH:25][CH:24]=1>>[O:1]([C:8]1[CH:13]=[CH:12][C:11]([CH:14]2[CH2:19][CH2:18][N:17]([CH2:20]/[CH:21]=[CH:22]/[C:23]3[CH:28]=[CH:27][CH:26]=[CH:25][CH:24]=3)[CH2:16][CH2:15]2)=[CH:10][CH:9]=1)[C:2]1[CH:3]=[CH:4][CH:5]=[CH:6][CH:7]=1. Procedure details: The same procedure was followed as in Example 11 using the compound (9) synthesized in Example 2 and cinnamyl bromide to produce the above. The reactants are O1CCCC=C1 (3,4-Dihydro-2H-pyran), FC(C(=O)O)(F)F (trifluoroacetic acid), CC1(OB(OC1(C)C)C=1C=NNC1)C (4-(4,4,5,5-tetramethyl-1,3,2-dioxaborolan-2-yl)-1H-pyrazole). Run in C1(=CC=CC=C1)C (toluene). Run at temperature 90 celsius. Product: O1C(CCCC1)N1N=CC(=C1)B1OC(C(O1)(C)C)(C)C (1-(tetrahydro-2H-pyran-2-yl)-4-(4,4,5,5-tetramethyl-1,3,2-dioxaborolan-2-yl)-1H-pyrazole). As a reaction SMILES: [O:1]1[CH:6]=[CH:5][CH2:4][CH2:3][CH2:2]1.FC(F)(F)C(O)=O.[CH3:14][C:15]1([CH3:27])[C:19]([CH3:21])([CH3:20])[O:18][B:17]([C:22]2[CH:23]=[N:24][NH:25][CH:26]=2)[O:16]1>C1(C)C=CC=CC=1>[O:1]1[CH2:2][CH2:3][CH2:4][CH2:5][CH:6]1[N:25]1[CH:26]=[C:22]([B:17]2[O:16][C:15]([CH3:27])([CH3:14])[C:19]([CH3:21])([CH3:20])[O:18]2)[CH:23]=[N:24]1. Reported procedure: 3,4-Dihydro-2H-pyran (5.6 g, 67 mmol) and trifluoroacetic acid (1.17 g, 10.3 mmol) were added to a solution of 4-(4,4,5,5-tetramethyl-1,3,2-dioxaborolan-2-yl)-1H-pyrazole (10.0 g, 51.5 mmol) in toluene (200 mL), and the reaction mixture was heated to 90° C. for 2 hours. After cooling to room temperature, the reaction mixture was partitioned between ethyl acetate (200 mL) and saturated aqueous sodium bicarbonate solution (100 mL), and the aqueous layer was extracted with ethyl acetate (100 mL). T... Reactants: 4A, ClC=1C=CC=C2C(C(NC12)=O)=O (7-chloro-1H-indole-2,3-dione), ClC1=C2C(C(NC2=CC=C1)=O)=O (4-chloro-1H-indole-2,3-dione). Product: ClC=1C=CC=C2C(C(N(C12)C(C1=CC=CC=C1)C1=CC=CC=C1)=O)=O (7-chloro-1-(diphenylmethyl)-1H-indole-2,3-dione). RXN SMILES: [Cl:1][C:2]1[CH:3]=[CH:4][CH:5]=[C:6]2[C:10]=1[NH:9][C:8](=[O:11])[C:7]2=[O:12].Cl[C:14]1[CH:22]=[CH:21][CH:20]=[C:19]2[C:15]=1[C:16](=O)[C:17](=O)N2>>[Cl:1][C:2]1[CH:3]=[CH:4][CH:5]=[C:6]2[C:10]=1[N:9]([CH:16]([C:17]1[CH:4]=[CH:3][CH:2]=[CH:10][CH:6]=1)[C:15]1[CH:19]=[CH:20][CH:21]=[CH:22][CH:14]=1)[C:8](=[O:11])[C:7]2=[O:12]. Procedure details: Following the procedure as described in PREPARATION 4A, and making non-critical variations using 7-chloro-1H-indole-2,3-dione to replace 4-chloro-1H-indole-2,3-dione, 7-chloro-1-(diphenylmethyl)-1H-indole-2,3-dione was obtained (38%) as an orange solid: mp 172-173° C. (hexanes/ethyl acetate); 1H NMR (300 MHz, DMSO-d6) δ 7.71-7.60 (m, 2H), 7.36-7.27 (m, 11H), 7.22-7.17 (m, 1H). The reactants are BrC=1N=C(C=2N(C1)C=CN2)Br (6,8-dibromoimidazo[1,2-a]pyrazine), C(C)(C)N(C(C)C)CC (N,N-diisopropylethylamine), C(C)(C)N1N=CC(=C1)N (1-isopropyl-1H-pyrazole-4-amine), ice water. The solvent is CN(C)C=O (DMF). The product is BrC=1N=C(C=2N(C1)C=CN2)NC=2C=NN(C2)C(C)C (6-bromo-N-(1-isopropyl-1H-pyrazol-4-yl)imidazo[1,2-a]pyrazin-8-amine). Yield: 144.8%. RXN SMILES: [CH:1]([N:4]1[CH:8]=[C:7]([NH2:9])[CH:6]=[N:5]1)([CH3:3])[CH3:2].[Br:10][C:11]1[N:12]=[C:13](Br)[C:14]2[N:15]([CH:17]=[CH:18][N:19]=2)[CH:16]=1.C(N(CC)C(C)C)(C)C>CN(C=O)C>[Br:10][C:11]1[N:12]=[C:13]([NH:9][C:7]2[CH:6]=[N:5][N:4]([CH:1]([CH3:3])[CH3:2])[CH:8]=2)[C:14]2[N:15]([CH:17]=[CH:18][N:19]=2)[CH:16]=1. Reported procedure: A mixture of impure 1-isopropyl-1H-pyrazole-4-amine (2) (1.00 g), from above, 6,8-dibromoimidazo[1,2-a]pyrazine (3) (750 mg, 2.71 mmol), and N,N-diisopropylethylamine (526 mg, 4.16 mmol) in DMF (20 mL) was stirred at 100° C. for 3 h. After this time, the reaction was cooled to room temperature and poured into ice water (200 mL). The resulting suspension was filtered and the filter cake dried to a constant weight under vacuum to afford impure 6-bromo-N-(1-isopropyl-1H-pyrazol-4-yl)imidazo[1,2-a]p... Reactants: BrC1=NN2C(C=C(C=C2)Br)=N1 (2,7-dibromo-[1,2,4]triazolo[1,5-a]pyridine), CNC (dimethylamine), CNC (dimethylamine). Yields the product BrC1=CC=2N(C=C1)N=C(N2)N(C)C (7-bromo-N,N-dimethyl-[1,2,4]triazolo[1,5-a]pyridin-2-amine). Yield: 72.3%. RXN SMILES: Br[C:2]1[N:11]=[C:5]2[CH:6]=[C:7]([Br:10])[CH:8]=[CH:9][N:4]2[N:3]=1.[CH3:12][NH:13][CH3:14]>>[Br:10][C:7]1[CH:8]=[CH:9][N:4]2[N:3]=[C:2]([N:13]([CH3:14])[CH3:12])[N:11]=[C:5]2[CH:6]=1. Reported procedure: A mixture of 2,7-dibromo-[1,2,4]triazolo[1,5-a]pyridine (2.16 g, 7.8 mmol) in dimethylamine (30% in EtOH, 60 ml, 355 mmol) is heated in 4 portions a ca. 540 mg/15 ml of dimethylamine in a high pressure vessel to 100° C. for 3 hours each. The batches are combined and the solvent evaporated. The light brown crude material (4.77 g) is loaded on silicagel and purified by chromatography on a 70 g silica column using heptane/ethyl acetate 10-40% as eluent affording 7-bromo-N,N-dimethyl-[1,2,4]triazolo... Starting materials: C(C1=CC=CC=C1)OC(CCC1S(CC(N1CCCCCCC(=O)OCC1=CC=CC=C1)=O)(=O)=O)COC1=CC=C(C=C1)F (benzyl 7-{2-[3-benzyloxy-4-(4-fluorophenoxy)butyl]-1,1,4-trioxo-3-thiazolidinyl}heptanoate), C(Cl)(Cl)Cl (chloroform). Solvent: C(C)O.C(C)(=O)OCC (ethanol ethyl acetate). Product: FC1=CC=C(OCC(CCC2S(CC(N2CCCCCCC(=O)O)=O)(=O)=O)O)C=C1 (7-{2-[4-(4-Fluorophenoxy)-3-hydroxybutyl]-1,1,4-trioxo-3-thiazolidinyl}heptanoic Acid). Reaction SMILES: C([O:8][CH:9]([CH2:36][O:37][C:38]1[CH:43]=[CH:42][C:41]([F:44])=[CH:40][CH:39]=1)[CH2:10][CH2:11][CH:12]1[N:16]([CH2:17][CH2:18][CH2:19][CH2:20][CH2:21][CH2:22][C:23]([O:25]CC2C=CC=CC=2)=[O:24])[C:15](=[O:33])[CH2:14][S:13]1(=[O:35])=[O:34])C1C=CC=CC=1.C(Cl)(Cl)Cl>C(O)C.C(OCC)(=O)C>[F:44][C:41]1[CH:40]=[CH:39][C:38]([O:37][CH2:36][CH:9]([OH:8])[CH2:10][CH2:11][CH:12]2[N:16]([CH2:17][CH2:18][CH2:19][CH2:20][CH2:21][CH2:22][C:23]([OH:25])=[O:24])[C:15](=[O:33])[CH2:14][S:13]2(=[O:34])=[O:35])=[CH:43][CH:42]=1 |f:2.3|. Reported procedure: A solution of benzyl 7-{2-[3-benzyloxy-4-(4-fluorophenoxy)butyl]-1,1,4-trioxo-3-thiazolidinyl}heptanoate (1.1 g., 1.76 millimole) in absolute ethanol-ethyl acetate (100:2; v:v; 102 ml.) is magnetically stirred and hydrogenated at 25° C. and atmospheric pressure in the presence of 10% palladium/charcoal until hydrogen consumption ceases (~139 ml. of hydrogen is consumed). After removing the catalyst by filtration, the filtrate is concentrated in vacuo leaving an oily residue which is applied to a... Reactants: O1CCCC1.O1CCCC1.O1CCCC1.[Cl-].[Cl-].[Cl-].[Cr+3] (chromium trichloride tris(tetrahydrofuran)), C(CCC)[Li] (n-butyllithium), CCCCCC (hexane), C1C=C(C2=CC=CC=C12)CCC1=NC=CC=C1 (2-[2-(1H-inden-3-yl)ethyl]pyridine). Solvent: O1CCCC1 (tetrahydrofuran). Conditions: temperature -100 celsius, time 50 minute. Yields the product [Cl-].[Cl-].N1=C(C=CC=C1)CCC1C(=CC2=CC=CC=C12)[Cr+2] ((1-(2-pyridylethyl)indenyl)chromium dichloride). Reaction SMILES: [CH2:1]1[C:9]2[C:4](=[CH:5][CH:6]=[CH:7][CH:8]=2)[C:3]([CH2:10][CH2:11][C:12]2[CH:17]=[CH:16][CH:15]=[CH:14][N:13]=2)=[CH:2]1.C([Li])CCC.CCCCCC.O1CCCC1.O1CCCC1.O1CCCC1.[Cl-:44].[Cl-].[Cl-].[Cr+3:47]>O1CCCC1>[Cl-:44].[Cl-:44].[N:13]1[CH:14]=[CH:15][CH:16]=[CH:17][C:12]=1[CH2:11][CH2:10][CH:3]1[C:4]2[C:9](=[CH:8][CH:7]=[CH:6][CH:5]=2)[CH:1]=[C:2]1[Cr+2:47] |f:3.4.5.6.7.8.9,11.12.13|. Reported procedure: A solution of 22.1 g (0.1 mol) of 2-[2-(1H-inden-3-yl)ethyl]pyridine in 470 ml of tetrahydrofuran was cooled to −100° C. 62.5 ml of a 15% strength n-butyllithium solution in hexane (0.1 mol) were slowly added dropwise. After the addition was complete, the reaction mixture was stirred for a further 50 minutes at −100° C. The mixture was subsequently allowed to warm to room temperature. After stirring for another 2 hours, the solution was cooled to −60° C. and 38 g (0.1 mol) of chromium trichlorid... Reactants: 4-hydroxyphenylamidine hydrochloride, C[C@H]([C@@H](C(=O)O)Cl)CC ((S,S)-3-methyl-2-chloropentanoic acid), CC(CC=1C=NC(=NC1)C1=CC=C(C=C1)O)CCCC(C)C (p-[5--(2,6-dimethylheptyl)-pyrimidin-2-yl]phenol), N,N-dicyclohexylcarbodiimide, C(C)OC(C(C(OCC)OCC)C[C@H](CCCC(C)C)C)OCC ((S)-1,1,3,3-tetraethoxy-2-(2,6-dimethylheptyl)-propane), 4-N,N-dimethylaminopyridine. Run in C(Cl)Cl (methylene chloride). Reaction conditions: time 8 hour. Yields the product C[C@H]([C@@H](C(=O)OC1=CC=C(C=C1)C1=NC=C(C=N1)CC(CCCC(C)C)C)Cl)CC (p-[5-(2,6-Dimethylheptyl)-pyrimidin-2-yl]-phenyl (S,S)-3-methyl-2-chloropentanoate). As a reaction SMILES: [CH3:1][C@@H:2]([CH2:8][CH3:9])[C@H:3]([Cl:7])[C:4]([OH:6])=[O:5].[CH3:10][CH:11]([CH2:26][CH2:27][CH2:28][CH:29]([CH3:31])[CH3:30])[CH2:12][C:13]1[CH:14]=[N:15][C:16]([C:19]2[CH:24]=[CH:23][C:22](O)=[CH:21][CH:20]=2)=[N:17][CH:18]=1.C(OC(OCC)C(C[C@@H](C)CCCC(C)C)C(OCC)OCC)C>C(Cl)Cl>[CH3:1][C@@H:2]([CH2:8][CH3:9])[C@H:3]([Cl:7])[C:4]([O:6][C:22]1[CH:21]=[CH:20][C:19]([C:16]2[N:15]=[CH:14][C:13]([CH2:12][CH:11]([CH3:10])[CH2:26][CH2:27][CH2:28][CH:29]([CH3:31])[CH3:30])=[CH:18][N:17]=2)=[CH:24][CH:23]=1)=[O:5]. Procedure: A mixture of 8 g of (S,S)-3-methyl-2-chloropentanoic acid, 16 g of optically active p-[5--(2,6-dimethylheptyl)-pyrimidin-2-yl]phenol [obtainable by condensation, known from the literature, of (S)-1,1,3,3-tetraethoxy-2-(2,6-dimethylheptyl)-propane with 4-hydroxyphenylamidine hydrochloride], 11.6 g of N,N-dicyclohexylcarbodiimide, 0.6 g of 4-N,N-dimethylaminopyridine and 300 ml of methylene chloride is stirred overnight at room temperature. After the urea derivative which has precipitated has been... The reactants are [C-]#N.[K+] (KCN), [C-]#N.[Na+] (NaCN), C1COCCOCCOCCOCCOCCO1 (18-crown-6), BrC[C@@H]1CCC(N1C)=O ((5S)-5-(bromomethyl)-1-methylpyrrolidin-2-one). The solvent is CC#N (CH3CN). The product is CN1[C@@H](CCC1=O)CC#N (2-((2S)-1-methyl-5-oxopyrrolidin-2-yl)ethanenitrile). Reaction SMILES: [C-:1]#[N:2].[K+].[C-]#N.[Na+].C1OCCOCCOCCOCCOCCOC1.Br[CH2:26][C@H:27]1[N:31]([CH3:32])[C:30](=[O:33])[CH2:29][CH2:28]1>CC#N>[CH3:32][N:31]1[C:30](=[O:33])[CH2:29][CH2:28][C@H:27]1[CH2:26][C:1]#[N:2] |f:0.1,2.3|. Procedure: KCN (886 mg, 13.6 mmols), NaCN (666 mg, 13.6 mmols) and 18-crown-6 (207 mg, 1.02 mmols) were added to a CH3CN (25 ml) solution of the (5S)-5-(bromomethyl)-1-methylpyrrolidin-2-one (1.31 g, 6.8 mmols), and the mixture was heated for 43 hours under reflux. The inorganic matter was filtered off, and the filtrate was diluted with AcOEt (50 ml). The dilution was washed with a saturated solution (30 ml) of NaCl, and dried over MgSO4. The solvent was distilled off under reduced pressure, and then the r... Reactants: C=C(C(=O)O)CC(=O)N1CCOCC1 (2-methylene-4-morpholin-4-yl-4-oxo-butyric acid), FC(C1=C(CS)C=CC=C1)(F)F (2-trifluoromethylbenzyl mercaptan), CO (Methanol), OOS(=O)[O-].[K+] (Oxone). The reagents and catalysts are CN(C)C=1C=CN=CC1 (DMAP). Run in CN(C)C=O (DMF). Run at time 2 hour. Product: N1(CCOCC1)C(CC(C(=O)O)CS(=O)(=O)CC1=C(C=CC=C1)C(F)(F)F)=O (4-morpholin-4-yl-4-oxo-2-(2-trifluoromethyl-benzylsulfonylmethyl)-butyric acid). Reaction SMILES: [CH2:1]=[C:2]([CH2:6][C:7]([N:9]1[CH2:14][CH2:13][O:12][CH2:11][CH2:10]1)=[O:8])[C:3]([OH:5])=[O:4].[F:15][C:16]([F:26])([F:25])[C:17]1[CH:24]=[CH:23][CH:22]=[CH:21][C:18]=1[CH2:19]S.CO.O[O:30][S:31]([O-:33])=O.[K+]>CN(C=O)C.CN(C1C=CN=CC=1)C>[N:9]1([C:7](=[O:8])[CH2:6][CH:2]([CH2:1][S:31]([CH2:19][C:18]2[CH:21]=[CH:22][CH:23]=[CH:24][C:17]=2[C:16]([F:15])([F:25])[F:26])(=[O:33])=[O:30])[C:3]([OH:5])=[O:4])[CH2:10][CH2:11][O:12][CH2:13][CH2:14]1 |f:3.4|. Reported procedure: A mixture of 2-methylene-4-morpholin-4-yl-4-oxo-butyric acid (2 g, 10.03 mmol), in DMF (5 mL), 2-trifluoromethylbenzyl mercaptan (1.93 g, 10.03 mmol) and DMAP (122 mg, 1.0 mmol) was stirred at ambient temperature for 16 hours. Methanol (200 mL) and a saturated aqueous solution of Oxone® (20 g, 32.5 mmol) were added with continued stirring for 2 hours. Methanol was removed under vacuum and the aqueous residue was diluted with 200 mL of water. The crystallized product was filtered, washed with wat...